This data is from the Open Reaction Database (ORD), a public repository of structured organic reaction records. The task is: describe an organic reaction: reactants, conditions, products, and yield Reactants: BrCBr, CCOC(=O)c1nnc(OCC)cc1C(F)(F)F, C1CCOC1, [Li]CCCC, CC1(C)CCCC(C)(C)N1, Cl. Yields the product CCOc1cc(C(F)(F)F)c(C(=O)C(Br)Br)nn1. RXN SMILES: [Br:34][CH2:35][Br:36].[CH2:16]([CH3:17])[O:18][c:19]1[cH:20][c:21]([C:30]([F:31])([F:32])[F:33])[c:22]([C:25]([O:27][CH2:26][CH3:28])=[O:29])[n:23][n:24]1.[CH2:38]1[O:39][CH2:40][CH2:41][CH2:42]1.[CH3:11][CH2:12][CH2:13][CH2:14][Li:15].[CH3:1][C:2]1([CH3:3])[CH2:4][CH2:5][CH2:6][C:7]([CH3:8])([CH3:9])[NH:10]1.[ClH:37]>>[CH2:16]([CH3:17])[O:18][c:19]1[cH:20][c:21]([C:30]([F:31])([F:32])[F:33])[c:22]([C:25](=[O:27])[CH:35]([Br:34])[Br:36])[n:23][n:24]1. The reactants are CC1(C)OCC(COS(C)(=O)=O)O1, CC1(C)OCC(CO)O1, CC#N, NCc1ccccc1. The product is CC1(C)OCC(COS(C)(=O)=O)O1, CC1(C)OCC(CNCc2ccccc2)O1. As a reaction SMILES: [CH3:10][S:11](=[O:12])(=[O:13])[O:14][CH2:15][CH:16]1[O:17][C:18]([CH3:21])([CH3:22])[O:19][CH2:20]1.[CH3:1][C:2]1([CH3:9])[O:3][CH2:4][CH:5]([CH2:7][OH:8])[O:6]1.[CH3:31][C:32]#[N:33].[NH2:23][CH2:24][c:25]1[cH:26][cH:27][cH:28][cH:29][cH:30]1>>[CH3:10][S:11](=[O:12])(=[O:13])[O:14][CH2:15][CH:16]1[O:17][C:18]([CH3:21])([CH3:22])[O:19][CH2:20]1.[CH3:1][C:2]1([CH3:9])[O:3][CH2:4][CH:5]([CH2:7][NH:23][CH2:24][c:25]2[cH:26][cH:27][cH:28][cH:29][cH:30]2)[O:6]1.